From a dataset of the Open Reaction Database (ORD), a public repository of structured organic reaction records. describe an organic reaction: reactants, conditions, products, and yield The reactants are Cc1ccc(P(C)C)cc1, ClCCl, O, OO. The product is Cc1ccc(P(C)(C)=O)cc1. As a reaction SMILES: [CH3:1][P:2]([c:3]1[cH:4][cH:5][c:6]([CH3:9])[cH:7][cH:8]1)[CH3:10].[Cl:14][CH2:15][Cl:16].[OH2:13].[OH:11][OH:12]>>[CH3:1][P:2]([c:3]1[cH:4][cH:5][c:6]([CH3:9])[cH:7][cH:8]1)([CH3:10])=[O:11].